From a dataset of the Open Reaction Database (ORD), a public repository of structured organic reaction records. describe an organic reaction: reactants, conditions, products, and yield Starting materials: BrCc1ccccc1, O=C([O-])[O-], CC(C)=O, O=[N+]([O-])c1ccc(O)c(F)c1, [K+], [K+]. Product: O=[N+]([O-])c1ccc(OCc2ccccc2)c(F)c1. Reaction SMILES: [Br:12][CH2:13][c:14]1[cH:15][cH:16][cH:17][cH:18][cH:19]1.[C:20](=[O:21])([O-:22])[O-:23].[CH3:26][C:27](=[O:28])[CH3:29].[F:1][c:2]1[c:3]([OH:11])[cH:4][cH:5][c:6]([N+:8](=[O:9])[O-:10])[cH:7]1.[K+:24].[K+:25]>>[F:1][c:2]1[c:3]([O:11][CH2:13][c:14]2[cH:15][cH:16][cH:17][cH:18][cH:19]2)[cH:4][cH:5][c:6]([N+:8](=[O:9])[O-:10])[cH:7]1. The reactants are O1C2=C(CCCC1=O)C=CC=C2 (4,5-dihydro-3H-benzo[b]oxepin-2-one), CN (methylamine). Run in C(C)(C)O (isopropanol). Yields the product OC1=C(C=CC=C1)CCCC(=O)NC (4-(2-Hydroxyphenyl)-N-methylbutyramide), SiO2. As a reaction SMILES: [O:1]1[C:7](=[O:8])[CH2:6][CH2:5][CH2:4][C:3]2[CH:9]=[CH:10][CH:11]=[CH:12][C:2]1=2.[CH3:13][NH2:14]>C(O)(C)C>[OH:1][C:2]1[CH:12]=[CH:11][CH:10]=[CH:9][C:3]=1[CH2:4][CH2:5][CH2:6][C:7]([NH:14][CH3:13])=[O:8]. Procedure details: A solution of 1.0 g of 4,5-dihydro-3H-benzo[b]oxepin-2-one and 40 ml of 10% methylamine in isopropanol is heated in an autoclave at 100° C. over 16 hours. The reaction mixture is cooled to room temperature and concentrated by evaporation. The title compound is obtained as white crystals from the residue by means of flash chromatography (SiO2 60F). Rf=0.20 (4:1 EtOAc-heptane); Rt=2.66. The reactants are O1C=CC2=C1CN(CC2)C(CCCCSC2=CC=CC=C2)=O (1-(5,7-dihydro-4H-furo[2,3-c]pyridin-6-yl)-5-phenylthiopentan-1-one), CNC (dimethylamine), C=O (formaldehyde). Run in C(C)(=O)O (acetic acid). Run at temperature 100 celsius, time 45 minute. Product: CN(C)CC1=CC2=C(CN(CC2)C(CCCCSC2=CC=CC=C2)=O)O1 (1-(2-dimethylaminomethyl-5,7-dihydro-4H-furo[2,3-c]pyridin-6-yl)-5-phenylthiopentan-1-one). RXN SMILES: [O:1]1[C:5]2[CH2:6][N:7]([C:10](=[O:22])[CH2:11][CH2:12][CH2:13][CH2:14][S:15][C:16]3[CH:21]=[CH:20][CH:19]=[CH:18][CH:17]=3)[CH2:8][CH2:9][C:4]=2[CH:3]=[CH:2]1.[CH3:23][NH:24][CH3:25].[CH2:26]=O>C(O)(=O)C>[CH3:23][N:24]([CH2:26][C:2]1[O:1][C:5]2[CH2:6][N:7]([C:10](=[O:22])[CH2:11][CH2:12][CH2:13][CH2:14][S:15][C:16]3[CH:17]=[CH:18][CH:19]=[CH:20][CH:21]=3)[CH2:8][CH2:9][C:4]=2[CH:3]=1)[CH3:25]. Reported procedure: To a solution of 0.285 g (0.903 mmol) of 1-(5,7-dihydro-4H-furo[2,3-c]pyridin-6-yl)-5-phenylthiopentan-1-one in 20 ml of acetic acid, 0.122 ml (1.35 mmol) of 50% aqueous dimethylamine and 0.110 ml (1.35 mmol) of 37% aqueous formaldehyde were added, followed by stirring at 100° C. for 45 minutes. After the solvent was distilled off under reduced pressure, the residual solution was alkalified with 5% aqueous sodium hydrogen carbonate, and extracted with dichloromethane 2 times. The combined organi... Reaction SMILES: [CH3:1][O:2][C:3]1[CH:21]=[C:20]([CH:22]=[C:23]2[S:27][C:26](SC)=[N:25][C:24]2=[O:30])[CH:19]=[CH:18][C:4]=1[O:5][C:6]1[CH:13]=[CH:12][C:9]([C:10]#[N:11])=[CH:8][C:7]=1[C:14]([F:17])([F:16])[F:15].[C:31]([O:35][C:36]([N:38]1[CH2:43][CH2:42][O:41][CH:40]([CH2:44][NH2:45])[CH2:39]1)=[O:37])([CH3:34])([CH3:33])[CH3:32]>>[C:31]([O:35][C:36]([N:38]1[CH2:43][CH2:42][O:41][CH:40]([CH2:44][NH:45][C:26]2[S:27][C:23](=[CH:22][C:20]3[CH:19]=[CH:18][C:4]([O:5][C:6]4[CH:13]=[CH:12][C:9]([C:10]#[N:11])=[CH:8][C:7]=4[C:14]([F:17])([F:15])[F:16])=[C:3]([O:2][CH3:1])[CH:21]=3)[C:24](=[O:30])[N:25]=2)[CH2:39]1)=[O:37])([CH3:34])([CH3:33])[CH3:32]. Procedure: 2-({5-[4-(4-Cyano-2-trifluoromethyl-phenoxy)-3-methoxy-benzylidene]-4-oxo-4,5-dihydro-thiazol-2-ylamino}-methyl)-morpholine-4-carboxylic acid tert-butyl ester was prepared using 4-[2-Methoxy-4-(2-methylsulfanyl-4-oxo-4H-thiazol-5-ylidenemethyl)-phenoxy]-3-trifluoromethyl-benzonitrile and 2-aminomethyl-morpholine-4-carboxylic acid tert-butyl ester as described in Example 5C. Yields the product C(C)(C)(C)OC(=O)N1CC(OCC1)CNC=1SC(C(N1)=O)=CC1=CC(=C(C=C1)OC1=C(C=C(C=C1)C#N)C(F)(F)F)OC (2-({5-[4-(4-Cyano-2-trifluoromethyl-phenoxy)-3-methoxy-benzylidene]-4-oxo-4,5-dihydro-thiazol-2-ylamino}-methyl)-morpholine-4-carboxylic acid tert-butyl ester). The reactants are COC1=C(OC2=C(C=C(C#N)C=C2)C(F)(F)F)C=CC(=C1)C=C1C(N=C(S1)SC)=O (4-[2-Methoxy-4-(2-methylsulfanyl-4-oxo-4H-thiazol-5-ylidenemethyl)-phenoxy]-3-trifluoromethyl-benzonitrile), C(C)(C)(C)OC(=O)N1CC(OCC1)CN (2-aminomethyl-morpholine-4-carboxylic acid tert-butyl ester). Reactants: C(C)(=O)N1CC2(CC2C1)C1=CC=CC=C1 (3-acetyl-1-phenyl-3-azabicyclo[3.1.0]hexane), [N+](=O)(O)[O-] (nitric acid). Run in S(O)(O)(=O)=O (sulfuric acid). Conditions: time 15 minute. Yields the product C(C)(=O)N1CC2(CC2C1)C1=CC=C(C=C1)[N+](=O)[O-] (3-Acetyl-1 -(p-nitrophenyl)-3-azabicyclo[3.1.0]hexane). Reaction SMILES: [C:1]([N:4]1[CH2:9][CH:8]2[C:6]([C:10]3[CH:15]=[CH:14][CH:13]=[CH:12][CH:11]=3)([CH2:7]2)[CH2:5]1)(=[O:3])[CH3:2].[N+:16]([O-])([OH:18])=[O:17]>S(=O)(=O)(O)O>[C:1]([N:4]1[CH2:9][CH:8]2[C:6]([C:10]3[CH:15]=[CH:14][C:13]([N+:16]([O-:18])=[O:17])=[CH:12][CH:11]=3)([CH2:7]2)[CH2:5]1)(=[O:3])[CH3:2]. Reported procedure: To a suspension of 3-acetyl-1-phenyl-3-azabicyclo[3.1.0]hexane in concentrated sulfuric acid is added concentrated nitric acid during 15 minutes at 0°-10° C. The resulting mixture is stirred at room temperature for 15 minutes and then poured onto ice. The product, 3-acetyl-1-(p-nitrophenyl)-3-azabicyclo[3.1.0]hexane, is collected by filtration. Starting materials: CC1=CCCC(C)(C)C1C=CC(C)N(C)C, CO, ClCc1ccc(Cl)cc1Cl. Product: CC1=CCCC(C)(C)C1C=CC(C)[N+](C)(C)Cc1ccc(Cl)cc1Cl, [Cl-]. Reaction SMILES: [CH3:1][CH:2]([CH:3]=[CH:4][CH:5]1[C:6]([CH3:13])=[CH:7][CH2:8][CH2:9][C:10]1([CH3:11])[CH3:12])[N:14]([CH3:15])[CH3:16].[CH3:27][OH:28].[Cl:17][CH2:18][c:19]1[c:20]([Cl:26])[cH:21][c:22]([Cl:25])[cH:23][cH:24]1>>[CH3:1][CH:2]([CH:3]=[CH:4][CH:5]1[C:6]([CH3:13])=[CH:7][CH2:8][CH2:9][C:10]1([CH3:11])[CH3:12])[N+:14]([CH3:15])([CH3:16])[CH2:18][c:19]1[c:20]([Cl:26])[cH:21][c:22]([Cl:25])[cH:23][cH:24]1.[Cl-:17]. The reactants are CCOC(=O)/N=N/C(=O)OCC (diethylazodicarboxylate), N12CC(C(CC1)CC2)O ((±)-3-quinuclidinol), OC1=CC2=C(OC3=C2C=CC=C3)C=C1 (2-hydroxydibenzofuran), C1(=CC=CC=C1)P(C1=CC=CC=C1)C1=CC=CC=C1 (triphenylphosphine), [OH-].[Na+] (sodium hydroxide). The solvent is C1CCOC1 (THF). Run at temperature 50 celsius, time 7 day. Yields the product N (ammonia), C(\C=C\C(=O)O)(=O)O.C1=C(C=CC=2OC3=C(C21)C=CC=C3)OC3CN2CCC3CC2 ((±)-3-(Dibenzofuran-2-yloxy)-1-azabicyclo[2.2.2]octane Fumaric Acid Salt). RXN SMILES: [N:1]12[CH2:8][CH2:7][CH:4]([CH2:5][CH2:6]1)[CH:3]([OH:9])[CH2:2]2.[OH:10][C:11]1[CH:23]=[CH:22][C:14]2[O:15][C:16]3[CH:21]=[CH:20][CH:19]=[CH:18][C:17]=3[C:13]=2[CH:12]=1.C1(P(C2C=CC=CC=2)C2C=CC=CC=2)C=CC=CC=1.CCOC(/N=N/C(OCC)=O)=O.[OH-:55].[Na+]>C1COCC1>[NH3:1].[C:14]([OH:9])(=[O:15])/[CH:13]=[CH:12]/[C:11]([OH:10])=[O:55].[CH:12]1[C:13]2[C:17]3[CH:18]=[CH:19][CH:20]=[CH:21][C:16]=3[O:15][C:14]=2[CH:22]=[CH:23][C:11]=1[O:9][CH:3]1[CH:4]2[CH2:7][CH2:8][N:1]([CH2:6][CH2:5]2)[CH2:2]1 |f:4.5,8.9|. Reported procedure: To a mixture of (±)-3-quinuclidinol (3.0 g, 23.6 mmol), 2-hydroxydibenzofuran (4.3 g, 23.6 mmol), triphenylphosphine (9.29 g, 35.4 mmol) and THF, was added: diethylazodicarboxylate (6.3 ml, 35.4 mmol) over a time period of 40 min at room temperature. The mixture was stirred at 50° C. for 7 days. Aqueous sodium hydroxide (100 ml, 1 M) was added. The mixture was extracted with dichloromethane (3×100 ml). Chromatography on silica gel with dichloromethane, methanol and conc. ammonia (89:10:1) gave t... The reactants are BrC1=CC=C(NC=2SC3=C(C(N2)=O)C=CC=N3)C=C1 (2-(4-bromoanilino)-4H-pyrido[3,2-e]-1,3-thiazin-4-one), [H-].[Li+] (lithium hydride), C(CC)I (propyl iodide). Product: BrC1=CC=C(C=C1)N=C1SC2=C(C(N1CCC)=O)C=CC=N2 (2-[(4-bromophenyl)imino]-2,3-dihydro-3-propyl-4H-pyrido[3,2-e]-1,3-thiazin-4-one). Yield: 80.1%. As a reaction SMILES: [Br:1][C:2]1[CH:19]=[CH:18][C:5]([NH:6][C:7]2[S:8][C:9]3[N:17]=[CH:16][CH:15]=[CH:14][C:10]=3[C:11](=[O:13])[N:12]=2)=[CH:4][CH:3]=1.[H-].[Li+].[CH2:22](I)[CH2:23][CH3:24]>>[Br:1][C:2]1[CH:19]=[CH:18][C:5]([N:6]=[C:7]2[N:12]([CH2:22][CH2:23][CH3:24])[C:11](=[O:13])[C:10]3[CH:14]=[CH:15][CH:16]=[N:17][C:9]=3[S:8]2)=[CH:4][CH:3]=1 |f:1.2|. Reported procedure: The reaction procedure of Example 11 was followed except that 900 mg (2.69 mmol) of 2-(4-bromoanilino)-4H-pyrido[3,2-e]-1,3-thiazin-4-one, 24 mg of lithium hydride and 503 mg of propyl iodide were used. The resulting residue was then purified through silica gel column chromatography (eluant: chloroform) to obtain 811 mg of 2-[(4-bromophenyl)imino]-2,3-dihydro-3-propyl-4H-pyrido[3,2-e]-1,3-thiazin-4-one (recrystallized from a mixture of ether and hexane) as a low polarity substance and 103 mg of ... As a reaction SMILES: [Br:13][CH2:14][CH2:15][CH3:16].[Br:1][c:2]1[n:3][nH:4][c:5]([Br:10])[c:6]1[N+:7](=[O:8])[O-:9].[H-:12].[Na+:11].[O:17]=[CH:18][N:19]([CH3:20])[CH3:21]>>[Br:1][c:2]1[n:3]([CH2:14][CH2:15][CH3:16])[n:4][c:5]([Br:10])[c:6]1[N+:7](=[O:8])[O-:9]. Product: CCCn1nc(Br)c([N+](=O)[O-])c1Br. The reactants are CCCBr, O=[N+]([O-])c1c(Br)n[nH]c1Br, [H-], [Na+], CN(C)C=O.